This data is from the Open Reaction Database (ORD), a public repository of structured organic reaction records. The task is: describe an organic reaction: reactants, conditions, products, and yield The product is CN(C)CCC(NC(=O)Nc1ccc2c(c1)CCC2)c1ccc(C(=O)O)cc1. Starting materials: CN(C)CCC(NC(=O)Nc1ccc2c(c1)CCC2)c1ccc(C(=O)OCc2ccccc2)cc1, CO. RXN SMILES: [CH2:1]([c:2]1[cH:3][cH:4][cH:5][cH:6][cH:7]1)[O:8][C:9]([c:10]1[cH:11][cH:12][c:13]([CH:16]([CH2:17][CH2:18][N:19]([CH3:20])[CH3:21])[NH:22][C:23](=[O:24])[NH:25][c:26]2[cH:27][c:28]3[c:32]([cH:33][cH:34]2)[CH2:31][CH2:30][CH2:29]3)[cH:14][cH:15]1)=[O:35].[CH3:36][OH:37]>>[O:8]=[C:9]([c:10]1[cH:11][cH:12][c:13]([CH:16]([CH2:17][CH2:18][N:19]([CH3:20])[CH3:21])[NH:22][C:23](=[O:24])[NH:25][c:26]2[cH:27][c:28]3[c:32]([cH:33][cH:34]2)[CH2:31][CH2:30][CH2:29]3)[cH:14][cH:15]1)[OH:35].